From a dataset of the Open Reaction Database (ORD), a public repository of structured organic reaction records. describe an organic reaction: reactants, conditions, products, and yield Starting materials: C(C1=CC=CC=C1)(=O)Cl (Benzoyl chloride), N1=CN=C2N=CNC2=C1N (adenine). The solvent is N1=CC=CC=C1 (pyridine). Conditions: time 3 hour. Yields the product C(C1=CC=CC=C1)(=O)NC1=C2NC=NC2=NC=N1 (N6-Benzoyladenine). As a reaction SMILES: [C:1](Cl)(=[O:8])[C:2]1[CH:7]=[CH:6][CH:5]=[CH:4][CH:3]=1.[N:10]1[C:18]([NH2:19])=[C:17]2[C:13]([N:14]=[CH:15][NH:16]2)=[N:12][CH:11]=1>N1C=CC=CC=1>[C:1]([NH:19][C:18]1[N:10]=[CH:11][N:12]=[C:13]2[C:17]=1[NH:16][CH:15]=[N:14]2)(=[O:8])[C:2]1[CH:7]=[CH:6][CH:5]=[CH:4][CH:3]=1. Procedure details: Benzoyl chloride (1.3 mL, 11 mmol) was added dropwise over 30 min to a stirred suspension of adenine (1.35 g, 10 mmol) in dry pyridine, and stirring was continued at 100° C. for a further 3 h, and the reaction mixture was allowed to stand overnight at room temperature. The reaction was quenched with methanol and the solvents were removed under reduced pressure. The residue was triturated in hot isopropanol and dried in vacuo to give 8 as a white solid: yield 2.15 g (90%); MS (+ESI): m/z 240 [M+H... Starting materials: COC1=C(CNCC2=C(C=C(C=C2)[N+](=O)[O-])N)C=CC=C1 (2-[(2-methoxybenzylamino)methyl]-5-nitrophenylamine), N#CBr (cyanogen bromide). The product is COC1=C(CN2C(=NC3=CC(=CC=C3C2)[N+](=O)[O-])N)C=CC=C1 (3-(2-Methoxybenzyl)-7-nitro-3,4-dihydroquinazolin-2-amine). RXN SMILES: [CH3:1][O:2][C:3]1[CH:21]=[CH:20][CH:19]=[CH:18][C:4]=1[CH2:5][NH:6][CH2:7][C:8]1[CH:13]=[CH:12][C:11]([N+:14]([O-:16])=[O:15])=[CH:10][C:9]=1[NH2:17].[N:22]#[C:23]Br>>[CH3:1][O:2][C:3]1[CH:21]=[CH:20][CH:19]=[CH:18][C:4]=1[CH2:5][N:6]1[CH2:7][C:8]2[C:9](=[CH:10][C:11]([N+:14]([O-:16])=[O:15])=[CH:12][CH:13]=2)[N:17]=[C:23]1[NH2:22]. Procedure: The title compound was synthesized according to EXAMPLE 63, section 1.8 starting from 2-[(2-methoxybenzylamino)methyl]-5-nitrophenylamine by reaction with cyanogen bromide.